Dataset: the Open Reaction Database (ORD), a public repository of structured organic reaction records. Task: describe an organic reaction: reactants, conditions, products, and yield Yield: 58.9%. The product is ON=C(C(=O)OCC)C1(CCl)OCCO1 (ethyl 2-hydroxyimino-3,3-ethylenedioxy-4-chlorobutyrate). Reactants: ON=C(C(=O)OCC)C(CCl)=O (ethyl 2-hydroxyimino-3-oxo-4-chlorobutyrate), C(CO)O (ethylene glycol). Reagents/catalysts: C1(=CC=C(C=C1)S(=O)(=O)O)C (p-toluenesulfonic acid). Procedure: A mixture of ethyl 2-hydroxyimino-3-oxo-4-chlorobutyrate (syn isomer, 10 g), ethylene glycol (16 g), p-toluenesulfonic acid (0.3 g) and dried benzene (100 ml) was heated for 19 hours under reflux while removing water azeotropically. After the reaction mixture was cooled to ambient temperature, water (30 ml) and benzene (20 ml) were added thereto. The mixture was saturated with sodium chloride and the benzene layer was separated, and the remaining aqueous layer was further extracted with benzene ... RXN SMILES: [OH:1][N:2]=[C:3]([C:9](=[O:12])[CH2:10][Cl:11])[C:4]([O:6][CH2:7][CH3:8])=[O:5].[CH2:13](O)[CH2:14][OH:15]>C1(C)C=CC(S(O)(=O)=O)=CC=1.C1C=CC=CC=1>[OH:1][N:2]=[C:3]([C:9]1([O:15][CH2:14][CH2:13][O:12]1)[CH2:10][Cl:11])[C:4]([O:6][CH2:7][CH3:8])=[O:5]. Solvent: C1=CC=CC=C1 (benzene). The reactants are CC1=C(C=CC(=C1)C)N(S(=O)(=O)C1=CC=C(C(=O)OC)C=C1)CC(C)C (methyl 4-(N-(2,4-dimethylphenyl)-N-isobutylsulfamoyl)benzoate), Cl (HCl), [OH-].[Na+] (sodium hydroxide). The solvent is O1CCCC1 (tetrahydrofuran), O (water). Reaction conditions: temperature 110 celsius. Yields the product CC1=C(C=CC(=C1)C)N(S(=O)(=O)C1=CC=C(C(=O)O)C=C1)CC(C)C (4-(N-(2,4-dimethylphenyl)-N-isobutylsulfamoyl)benzoic acid). As a reaction SMILES: [CH3:1][C:2]1[CH:7]=[C:6]([CH3:8])[CH:5]=[CH:4][C:3]=1[N:9]([CH2:23][CH:24]([CH3:26])[CH3:25])[S:10]([C:13]1[CH:22]=[CH:21][C:16]([C:17]([O:19]C)=[O:18])=[CH:15][CH:14]=1)(=[O:12])=[O:11].[OH-].[Na+].Cl>O1CCCC1.O>[CH3:1][C:2]1[CH:7]=[C:6]([CH3:8])[CH:5]=[CH:4][C:3]=1[N:9]([CH2:23][CH:24]([CH3:26])[CH3:25])[S:10]([C:13]1[CH:14]=[CH:15][C:16]([C:17]([OH:19])=[O:18])=[CH:21][CH:22]=1)(=[O:12])=[O:11] |f:1.2|. Procedure details: A solution of methyl 4-(N-(2,4-dimethylphenyl)-N-isobutylsulfamoyl)benzoate (1.2698 g, 3.38 mmol) in tetrahydrofuran (THF) (8 mL) and water (2 mL), was prepared and treated with sodium hydroxide (1.015 mL, 10.15 mmol). The reaction was then heated by microwaves to 110° C., for 30 minutes. After cooling, the solution was neutralised with 2M HCl and concentrated in vacuo. The product was extracted into the organic phase of an aqueous work up between water and ethyl acetate. The organic phase was t...